This data is from the Open Reaction Database (ORD), a public repository of structured organic reaction records. The task is: describe an organic reaction: reactants, conditions, products, and yield Reactants: C[O-], Cc1ccccc1, CO, NCc1ccc(OCCCl)cc1, [Na+]. Yields the product COCCOc1ccc(CN)cc1. Reaction SMILES: [CH3:13][O-:14].[CH3:16][c:17]1[cH:18][cH:19][cH:20][cH:21][cH:22]1.[CH3:23][OH:24].[Cl:1][CH2:2][CH2:3][O:4][c:5]1[cH:6][cH:7][c:8]([CH2:9][NH2:10])[cH:11][cH:12]1.[Na+:15]>>[CH2:2]([CH2:3][O:4][c:5]1[cH:6][cH:7][c:8]([CH2:9][NH2:10])[cH:11][cH:12]1)[O:14][CH3:13]. The reactants are NC=1C=C(C#N)C=CC1 (3-aminobenzonitril), C1=C(C=CC2=CC=CC=C12)C(=O)O (2-Naphtoic acid), S(=O)(Cl)Cl (thionyl chloride), CN(C=O)C (N,N-dimethylformamide). Run in ClCCl (dichloromethane), C(C)N(CC)CC (triethyl amine), O (Water), ClCCl (dichloromethane). Reaction conditions: time 30 minute. The product is C(#N)C=1C=C(C=CC1)NC(=O)C1=CC2=CC=CC=C2C=C1 (N-(3-cyanophenyl)-2-naphtoic acid amide). The yield is 95.0%. Reaction SMILES: [CH:1]1[C:10]2[C:5](=[CH:6][CH:7]=[CH:8][CH:9]=2)[CH:4]=[CH:3][C:2]=1[C:11]([OH:13])=O.CN(C)C=O.S(Cl)(Cl)=O.[NH2:23][C:24]1[CH:25]=[C:26]([CH:29]=[CH:30][CH:31]=1)[C:27]#[N:28]>ClCCl.O.C(N(CC)CC)C>[C:27]([C:26]1[CH:25]=[C:24]([NH:23][C:11]([C:2]2[CH:3]=[CH:4][C:5]3[C:10](=[CH:9][CH:8]=[CH:7][CH:6]=3)[CH:1]=2)=[O:13])[CH:31]=[CH:30][CH:29]=1)#[N:28]. Procedure: 2-Naphtoic acid (10 g, 58 mmol) was dissolved in dichloromethane (100 mL) and N,N-dimethylformamide (0.2 mL) was added followed by thionyl chloride (5.1 ml, 70 mmol). The mixture was heated at reflux temperature for 2 hours. After cooling to room temperature, the mixture was added dropwise to a mixture of 3-aminobenzonitril (6.90 g, 58 mmol) and triethyl amine (10 mL) in dichloromethane (75 mL). The resulting mixture was stirred at room temperature for 30 minutes. Water (50 mL) was added and the... RXN SMILES: [CH2:1]([CH3:2])[c:3]1[n:4][c:5]([CH2:27][CH2:28][CH3:29])[n:6]([CH2:12][c:13]2[cH:14][cH:15][c:16](-[c:19]3[c:20]([C:25]#[N:26])[cH:21][cH:22][cH:23][cH:24]3)[cH:17][cH:18]2)[c:7](=[O:11])[c:8]1[CH:9]=[CH2:10].[CH3:36][C:37](=[O:38])[CH3:39].[I+3:30]([O-:31])([O-:32])([O-:33])[O-:34].[Na+:35]>>[CH2:1]([CH3:2])[c:3]1[n:4][c:5]([CH2:27][CH2:28][CH3:29])[n:6]([CH2:12][c:13]2[cH:14][cH:15][c:16](-[c:19]3[c:20]([C:25]#[N:26])[cH:21][cH:22][cH:23][cH:24]3)[cH:17][cH:18]2)[c:7](=[O:11])[c:8]1[CH:9]=[O:31]. Yields the product CCCc1nc(CC)c(C=O)c(=O)n1Cc1ccc(-c2ccccc2C#N)cc1. Reactants: C=Cc1c(CC)nc(CCC)n(Cc2ccc(-c3ccccc3C#N)cc2)c1=O, CC(C)=O, [O-][I+3]([O-])([O-])[O-], [Na+]. As a reaction SMILES: [CH2:1]([CH2:2][CH2:3][CH3:4])[c:5]1[cH:6][c:7]2[c:11]([cH:12][cH:13]1)[C:10](=[N:14][OH:15])[CH2:9][CH2:8]2.[CH3:16][C:17](=[O:18])[OH:19]>>[CH2:1]([CH2:2][CH2:3][CH3:4])[c:5]1[cH:6][c:7]2[c:11]([cH:12][cH:13]1)[CH:10]([NH2:14])[CH2:9][CH2:8]2. The product is CCCCc1ccc2c(c1)CCC2N. Starting materials: CCCCc1ccc2c(c1)CCC2=NO, CC(=O)O. Starting materials: Cc1ccc(CBr)cc1, O=C([O-])[O-], CN(C)C=O, Cl, [K+], [K+], CCOC(=O)CCCn1cc(C(=O)c2ccc(O)c(O)c2)c2ccccc21. As a reaction SMILES: [Br:28][CH2:29][c:30]1[cH:31][cH:32][c:33]([CH3:36])[cH:34][cH:35]1.[C:37](=[O:38])([O-:39])[O-:40].[CH3:44][N:45]([CH3:46])[CH:47]=[O:48].[ClH:43].[K+:41].[K+:42].[OH:1][c:2]1[cH:3][c:4]([C:5](=[O:6])[c:7]2[cH:8][n:9]([CH2:16][CH2:17][CH2:18][C:19](=[O:20])[O:21][CH2:22][CH3:23])[c:10]3[cH:11][cH:12][cH:13][cH:14][c:15]23)[cH:24][cH:25][c:26]1[OH:27]>>[OH:1][c:2]1[cH:3][c:4]([C:5](=[O:6])[c:7]2[cH:8][n:9]([CH2:16][CH2:17][CH2:18][C:19](=[O:20])[O:21][CH2:22][CH3:23])[c:10]3[cH:11][cH:12][cH:13][cH:14][c:15]23)[cH:24][cH:25][c:26]1[O:27][CH2:29][c:30]1[cH:31][cH:32][c:33]([CH3:36])[cH:34][cH:35]1. Product: CCOC(=O)CCCn1cc(C(=O)c2ccc(OCc3ccc(C)cc3)c(O)c2)c2ccccc21. The reactants are liquid, [H][H] (hydrogen), C(#N)C=1C=2C=CC(=CC2CCC1)OCC(=O)OC (Methyl 5-cyano-7,8-dihydro-naphth-2-yl-oxyacetate), N (ammonia). Run in CO (methanol), CO (methanol). Yields the product NCC1C=2C=CC(=CC2CCC1)OCC(=O)N (5-Aminomethyl-5,6,7,8-tetrahydro-naphth-2-yl-oxyacetamide). As a reaction SMILES: [C:1]([C:3]1[C:4]2[CH:5]=[CH:6][C:7]([O:13][CH2:14][C:15]([O:17]C)=O)=[CH:8][C:9]=2[CH2:10][CH2:11][CH:12]=1)#[N:2].[NH3:19].[H][H]>CO>[NH2:2][CH2:1][CH:3]1[CH2:12][CH2:11][CH2:10][C:9]2[CH:8]=[C:7]([O:13][CH2:14][C:15]([NH2:19])=[O:17])[CH:6]=[CH:5][C:4]1=2. Procedure: 0.25 mol of the α,β-unsaturated nitrile from Example 5 is dissolved in 600 ml of methanol and 185 ml of liquid ammonia. After addition of 22 g of methanol-moist Raney nickel, the mixture is hydrogenated at 70° C. under 100 atmospheres of hydrogen for 3 hours. It is briefly heated under reflux, the catalyst is filtered off hot and the filtrate is then evaporated. The product can be further processed directly (see Example 9), or can be precipitated as the hydrochloride from diglyme. Starting materials: N1=CC=C(C=C1)N1CCC(CC1)COC(=O)NNC=1C(=CC=CC1)N (N1-[[1-(4-pyridyl)piperidin-4-yl]methoxycarbonylamino]-1,2-benzenediamine), ClC=1C=C(C(=O)Cl)C=CC1 (3-chlorobenzoyl chloride). Yields the product O.Cl.ClC=1C=C(C(=O)NC=2C(=CC=CC2)NNC(=O)OCC2CCN(CC2)C2=CC=NC=C2)C=CC1.ClC=1C=C(C(=O)NC=2C(=CC=CC2)NNC(=O)OCC2CCN(CC2)C2=CC=NC=C2)C=CC1.Cl (N1-(3-Chlorobenzoyl)-N2-[[1-(4-pyridyl)piperidin-4-yl]methoxycarbonylamino]-1,2-benzenediamine hydrochloride hemihydrate). The yield is 98.7%. Reaction SMILES: [N:1]1[CH:6]=[CH:5][C:4]([N:7]2[CH2:12][CH2:11][CH:10]([CH2:13][O:14][C:15]([NH:17][NH:18][C:19]3[C:20]([NH2:25])=[CH:21][CH:22]=[CH:23][CH:24]=3)=[O:16])[CH2:9][CH2:8]2)=[CH:3][CH:2]=1.[Cl:26][C:27]1[CH:28]=[C:29]([CH:33]=[CH:34][CH:35]=1)[C:30](Cl)=[O:31]>>[OH2:14].[ClH:26].[Cl:26][C:27]1[CH:28]=[C:29]([CH:33]=[CH:34][CH:35]=1)[C:30]([NH:25][C:20]1[C:19]([NH:18][NH:17][C:15]([O:14][CH2:13][CH:10]2[CH2:9][CH2:8][N:7]([C:4]3[CH:5]=[CH:6][N:1]=[CH:2][CH:3]=3)[CH2:12][CH2:11]2)=[O:16])=[CH:24][CH:23]=[CH:22][CH:21]=1)=[O:31].[Cl:26][C:27]1[CH:28]=[C:29]([CH:33]=[CH:34][CH:35]=1)[C:30]([NH:25][C:20]1[C:19]([NH:18][NH:17][C:15]([O:14][CH2:13][CH:10]2[CH2:9][CH2:8][N:7]([C:4]3[CH:5]=[CH:6][N:1]=[CH:2][CH:3]=3)[CH2:12][CH2:11]2)=[O:16])=[CH:24][CH:23]=[CH:22][CH:21]=1)=[O:31].[ClH:26] |f:2.3.4.5.6|. Procedure details: Using the procedure described in Example 48, Part C, N1-[[1-(4-pyridyl)piperidin-4-yl]methoxycarbonylamino]-1,2-benzenediamine (0.61 mmol) and 3-chlorobenzoyl chloride (1.2 mmol) yielded 211 mg (69%) of the title compound.